This data is from the Open Reaction Database (ORD), a public repository of structured organic reaction records. The task is: describe an organic reaction: reactants, conditions, products, and yield The reactants are C(C)(C)(C)OC(=O)N[C@@H](CC(C)C)C(=O)O (N-(tert-butoxycarbonyl)-L-leucine), FC(C1=CC=C(C=C1)S(=O)(=O)N1C[C@@H]2[C@H](C1)[C@H](CC2)N)(F)F ((3aR,4S,6aS)-2-(4-(Trifluoromethyl)phenylsulfonyl)octahydrocyclopenta[c]pyrrol-4-amine), C(C1=CC=CC=C1)N1C[C@@H]2[C@H](C1)[C@H](CC2)N ((3aR,4S,6aS)-2-benzyloctahydrocyclopenta[c]pyrrol-4-amine). Yields the product C(C(C)(C)C)N[C@@H](CCC)C(=O)N[C@H]1CC[C@@H]2CN(C[C@@H]21)S(=O)(=O)C2=CC=C(C=C2)C(F)(F)F (N2-neopentyl-N1-((3aR,4S,6aS)-2-{[4-(trifluoromethyl)phenyl]sulfonyl}octahydrocyclopenta[c]pyrrol-4-yl)-L-norvalinamide). RXN SMILES: C(O[C:6]([NH:8][C@H:9]([C:14]([OH:16])=O)[CH2:10][CH:11]([CH3:13])C)=O)(C)(C)C.[F:17][C:18]([F:38])([F:37])[C:19]1[CH:24]=[CH:23][C:22]([S:25]([N:28]2[CH2:32][C@@H:31]3[C@@H:33]([NH2:36])[CH2:34][CH2:35][C@@H:30]3[CH2:29]2)(=[O:27])=[O:26])=[CH:21][CH:20]=1.[CH2:39](N1C[C@@H]2[C@@H](N)CC[C@@H]2C1)[C:40]1[CH:45]=CC=C[CH:41]=1>>[CH2:6]([NH:8][C@H:9]([C:14]([NH:36][C@@H:33]1[C@@H:31]2[C@@H:30]([CH2:29][N:28]([S:25]([C:22]3[CH:21]=[CH:20][C:19]([C:18]([F:17])([F:37])[F:38])=[CH:24][CH:23]=3)(=[O:26])=[O:27])[CH2:32]2)[CH2:35][CH2:34]1)=[O:16])[CH2:10][CH2:11][CH3:13])[C:40]([CH3:45])([CH3:41])[CH3:39]. Reported procedure: The title compound was prepared by substituting (S)-2-(neopentylamino)pentanoic acid from Step A of Example 246 for N-(tert-butoxycarbonyl)-L-leucine and (3aR,4S,6aS)-2-(4-(trifluoromethyl)phenylsulfonyl)octahydrocyclopenta[c]pyrrol-4-amine from Step A of Example 256 for (3aR,4S,6aS)-2-benzyloctahydrocyclopenta[c]pyrrol-4-amine in the procedure described in Example 221: 1H NMR (500 MHz, pyridine-d5) δ ppm 8.37-8.38 (bs, 1H), 8.13-8.18 (m, 3H), 7.89-7.91 (m, 2H), 4.21-4.28 (m, 1H), 3.86 (dd, J=9.... Starting materials: [OH-].[Li+] (lithium hydroxide), C(C)(C)(C)C1=C(C=CC=C1)N1CCN(CC1)C(C(=O)N1CCC(CC1)C(=O)OC)=O (methyl 1-{[4-(2-tert-butylphenyl)piperazin-1-yl](oxo)acetyl}piperidine-4-carboxylate), Cl (hydrochloric acid). Solvent: C1CCOC1 (THF). Yields the product C(C)(C)(C)C1=C(C=CC=C1)N1CCN(CC1)C(C(=O)N1CCC(CC1)C(=O)O)=O (1-{[4-(2-tert-butylphenyl)piperazin-1-yl](oxo)acetyl}piperidine-4-carboxylic acid). The yield is 95.6%. As a reaction SMILES: [C:1]([C:5]1[CH:10]=[CH:9][CH:8]=[CH:7][C:6]=1[N:11]1[CH2:16][CH2:15][N:14]([C:17](=[O:30])[C:18]([N:20]2[CH2:25][CH2:24][CH:23]([C:26]([O:28]C)=[O:27])[CH2:22][CH2:21]2)=[O:19])[CH2:13][CH2:12]1)([CH3:4])([CH3:3])[CH3:2].[OH-].[Li+].Cl>C1COCC1>[C:1]([C:5]1[CH:10]=[CH:9][CH:8]=[CH:7][C:6]=1[N:11]1[CH2:16][CH2:15][N:14]([C:17](=[O:30])[C:18]([N:20]2[CH2:25][CH2:24][CH:23]([C:26]([OH:28])=[O:27])[CH2:22][CH2:21]2)=[O:19])[CH2:13][CH2:12]1)([CH3:4])([CH3:2])[CH3:3] |f:1.2|. Procedure: To a stirred solution of methyl 1-{[4-(2-tert-butylphenyl)piperazin-1-yl](oxo)acetyl}piperidine-4-carboxylate (Example 88, 0.159 g, 0.383 mmol) in THF (3 mL) stirring at 0° C. was added 1 M lithium hydroxide solution (3 mL, 3 mmol). After 2 h the reaction mixture was acidified with 1 M hydrochloric acid solution and extracted with ethyl acetate. The organic layer was washed with brine, dried over MgSO4, and the solvent was evaporated under reduced pressure to provide 1-{[4-(2-tert-butylphenyl)pi...